Dataset: the Open Reaction Database (ORD), a public repository of structured organic reaction records. Task: describe an organic reaction: reactants, conditions, products, and yield The reactants are C(C)(=O)OC(C)=O (acetic anhydride), OC=1C(=C(C2=C(SC(O2)CCCOCOC)C1C)C)C (5-hydroxy-2-(3-methoxymethoxypropyl)-4,6,7-trimethyl-1,3-benzoxathiole), C1=CC=CC=C1 (Benzene). The solvent is N1=CC=CC=C1 (pyridine). Product: C(C)(=O)OC=1C(=C(C2=C(SC(O2)CCCOCOC)C1C)C)C (5-Acetoxy-2-(3-methoxymethoxypropyl)-4,6,7-trimethyl-1,3-benzoxathiole). As a reaction SMILES: [OH:1][C:2]1[C:3]([CH3:20])=[C:4]([CH3:19])[C:5]2[O:9][CH:8]([CH2:10][CH2:11][CH2:12][O:13][CH2:14][O:15][CH3:16])[S:7][C:6]=2[C:17]=1[CH3:18].[C:21](OC(=O)C)(=[O:23])[CH3:22].C1C=CC=CC=1>N1C=CC=CC=1>[C:21]([O:1][C:2]1[C:3]([CH3:20])=[C:4]([CH3:19])[C:5]2[O:9][CH:8]([CH2:10][CH2:11][CH2:12][O:13][CH2:14][O:15][CH3:16])[S:7][C:6]=2[C:17]=1[CH3:18])(=[O:23])[CH3:22]. Procedure details: 100 mg of 5-hydroxy-2-(3-methoxymethoxypropyl)-4,6,7-trimethyl-1,3-benzoxathiole (prepared as described in Example 83) were dissolved in 1 ml of pyridine, and 50 mg of acetic anhydride were added. The reaction mixture was allowed to react for 20 hours at room temperature. Benzene was then added to the reaction mixture, and the benzene solution was washed with water and then dried over anhydrous sodium sulfate. The benzene was distilled off under reduced pressure. The resulting residue was subjec... The reactants are Cc1ccccc1, CO, CC(C)(N)CC(=O)O, O=S(Cl)Cl. Yields the product COC(=O)CC(C)(C)N. As a reaction SMILES: [CH3:13][c:14]1[cH:15][cH:16][cH:17][cH:18][cH:19]1.[CH3:20][OH:21].[NH2:1][C:2]([CH2:3][C:4](=[O:5])[OH:6])([CH3:7])[CH3:8].[S:9]([Cl:10])([Cl:11])=[O:12]>>[NH2:1][C:2]([CH2:3][C:4](=[O:5])[O:6][CH3:13])([CH3:7])[CH3:8]. The reactants are ClCCCN1CCCCC1, Cl, [Na], CN(C)C=O, O=C1NC(=O)C(c2c[nH]c3ccccc23)N1. The product is O=C1NC(c2c[nH]c3ccccc23)C(=O)N1CCCN1CCCCC1. As a reaction SMILES: [Cl:19][CH2:20][CH2:21][CH2:22][N:23]1[CH2:24][CH2:25][CH2:26][CH2:27][CH2:28]1.[ClH:18].[Na:17].[O:29]=[CH:30][N:31]([CH3:32])[CH3:33].[nH:1]1[cH:2][c:3]([CH:10]2[C:11](=[O:16])[NH:12][C:13](=[O:15])[NH:14]2)[c:4]2[cH:5][cH:6][cH:7][cH:8][c:9]12>>[nH:1]1[cH:2][c:3]([CH:10]2[C:11](=[O:16])[N:12]([CH2:20][CH2:21][CH2:22][N:23]3[CH2:24][CH2:25][CH2:26][CH2:27][CH2:28]3)[C:13](=[O:15])[NH:14]2)[c:4]2[cH:5][cH:6][cH:7][cH:8][c:9]12. Starting materials: Cn1c(-c2ccc(C(C)(C)C)cc2)c(C(=O)Cl)c(=O)n1-c1ccc(C#N)cc1, CNCCO, C1CCOC1. The product is CN(CCO)C(=O)c1c(-c2ccc(C(C)(C)C)cc2)n(C)n(-c2ccc(C#N)cc2)c1=O. Reaction SMILES: [C:1]([CH3:2])([CH3:3])([CH3:4])[c:5]1[cH:6][cH:7][c:8](-[c:11]2[n:12]([CH3:28])[n:13](-[c:20]3[cH:21][cH:22][c:23]([C:26]#[N:27])[cH:24][cH:25]3)[c:14](=[O:19])[c:15]2[C:16](=[O:17])[Cl:18])[cH:9][cH:10]1.[CH3:29][NH:30][CH2:31][CH2:32][OH:33].[O:34]1[CH2:35][CH2:36][CH2:37][CH2:38]1>>[C:1]([CH3:2])([CH3:3])([CH3:4])[c:5]1[cH:6][cH:7][c:8](-[c:11]2[n:12]([CH3:28])[n:13](-[c:20]3[cH:21][cH:22][c:23]([C:26]#[N:27])[cH:24][cH:25]3)[c:14](=[O:19])[c:15]2[C:16](=[O:17])[N:30]([CH3:29])[CH2:31][CH2:32][OH:33])[cH:9][cH:10]1.